Task: describe an organic reaction: reactants, conditions, products, and yield. Dataset: the Open Reaction Database (ORD), a public repository of structured organic reaction records The reactants are CC(=O)OC(C)C, c1ccc(C2CO2)cc1, C[Si](C)(C)[N-][Si](C)(C)C, Cl, NCCc1ccc(N)cc1, [Na+], [Na+], C1CCOC1, [OH-]. Yields the product NCCc1ccc(NCC(O)c2ccccc2)cc1. RXN SMILES: [C:31]([O:32][CH:33]([CH3:34])[CH3:35])(=[O:36])[CH3:37].[CH2:21]1[O:22][CH:23]1[c:24]1[cH:25][cH:26][cH:27][cH:28][cH:29]1.[CH3:11][Si:12]([N-:13][Si:14]([CH3:15])([CH3:16])[CH3:17])([CH3:18])[CH3:19].[ClH:30].[NH2:1][c:2]1[cH:3][cH:4][c:5]([CH2:8][CH2:9][NH2:10])[cH:6][cH:7]1.[Na+:20].[Na+:39].[O:40]1[CH2:41][CH2:42][CH2:43][CH2:44]1.[OH-:38]>>[NH:1]([c:2]1[cH:3][cH:4][c:5]([CH2:8][CH2:9][NH2:10])[cH:6][cH:7]1)[CH2:21][CH:23]([OH:22])[c:24]1[cH:25][cH:26][cH:27][cH:28][cH:29]1. Reactants: O1C(=NN=C1)C1=CC2=C(N=CN2)C=C1 (5-(1,3,4-oxadiazol-2-yl)benzimidazole), FC1=C(CN)C=CC=C1 (2-fluorobenzylamine). The product is FC1=C(CN2C(=NN=C2)C2=CC3=C(NC=N3)C=C2)C=CC=C1 (5-(4-(2-Fluorobenzyl)-4H-1,2,4-triazol-3-yl)-1H-benzo[d]imidazole). Reaction SMILES: O1[CH:5]=[N:4][N:3]=[C:2]1[C:6]1[CH:14]=[CH:13][C:9]2[N:10]=[CH:11][NH:12][C:8]=2[CH:7]=1.[F:15][C:16]1[CH:23]=[CH:22][CH:21]=[CH:20][C:17]=1[CH2:18][NH2:19]>>[F:15][C:16]1[CH:23]=[CH:22][CH:21]=[CH:20][C:17]=1[CH2:18][N:19]1[CH:5]=[N:4][N:3]=[C:2]1[C:6]1[CH:14]=[CH:13][C:9]2[NH:10][CH:11]=[N:12][C:8]=2[CH:7]=1. Procedure: The compound was synthesized starting from 5-(1,3,4-oxadiazol-2-yl)benzimidazole (186 mg, 1 mmol) and 2-fluorobenzylamine (0.5 ml) as described above; yield: 0.044 g (15.0%); Reactants: C(C)(C)(C)[Li] (tert-butyllithium), BrC=1C=CC2=C(CCCN(C2)C(=O)OC(C)(C)C)C1 (tert-butyl 7-bromo-1,3,4,5-tetrahydro-2H-2-benzazepine-2-carboxylate), ClC(=O)OC (methyl chloroformate). The solvent is C1CCOC1 (THF), C1CCOC1 (THF). Conditions: temperature -78 celsius, time 10 minute. Product: C1N(CCCC2=C1C=CC(=C2)C(=O)OC)C(=O)OC(C)(C)C (2-tert-butyl 7-methyl 1,3,4,5-tetrahydro-2H-2-benzazepine-2,7-dicarboxylate). The yield is 41.0%. Reaction SMILES: C([Li])(C)(C)C.Br[C:7]1[CH:8]=[CH:9][C:10]2[CH2:16][N:15]([C:17]([O:19][C:20]([CH3:23])([CH3:22])[CH3:21])=[O:18])[CH2:14][CH2:13][CH2:12][C:11]=2[CH:24]=1.Cl[C:26]([O:28][CH3:29])=[O:27]>C1COCC1>[CH2:16]1[C:10]2[CH:9]=[CH:8][C:7]([C:26]([O:28][CH3:29])=[O:27])=[CH:24][C:11]=2[CH2:12][CH2:13][CH2:14][N:15]1[C:17]([O:19][C:20]([CH3:23])([CH3:22])[CH3:21])=[O:18]. Procedure: To a 50-mL round-bottom flask charged with THF (15 mL) cooled to −78° C. under an N2 atmosphere was slowly added tert-butyllithium (0.922 mL, 1.474 mmol, 1.6 M in pentane). At this temperature, tert-butyl 7-bromo-1,3,4,5-tetrahydro-2H-2-benzazepine-2-carboxylate (0.37 g, 1.134 mmol) in THF (4 mL) was added. The resulting solution was stirred at −78° C. for 10 min. To the reaction flask was quickly added methyl chloroformate (1.75 mL, 22.68 mmol), and the resulting mixture was stirred at −78° C. ...